From a dataset of the Open Reaction Database (ORD), a public repository of structured organic reaction records. describe an organic reaction: reactants, conditions, products, and yield Reactants: FC(S(=O)(=O)O)(F)F (trifluoromethanesulfonic acid), ClC1=CC=C(C=N[C@H](CC2=CC=CC=C2)C)C=C1 ((S)—N-(4-chlorobenzylidene)-1-phenylpropan-2-amine), [OH-].[Na+] (NaOH). Solvent: ice water. Run at temperature 120 celsius, time 19 hour. Product: ClC1=CC=C(C=C1)[C@H]1N[C@H](CC2=CC=CC=C12)C ((1R,3S)-1-(4-chlorophenyl)-3-methyl-1,2,3,4-tetrahydroisoquinoline). As a reaction SMILES: FC(F)(F)S(O)(=O)=O.[Cl:9][C:10]1[CH:26]=[CH:25][C:13]([CH:14]=[N:15][C@@H:16]([CH3:24])[CH2:17][C:18]2[CH:23]=[CH:22][CH:21]=[CH:20][CH:19]=2)=[CH:12][CH:11]=1.[OH-].[Na+]>>[Cl:9][C:10]1[CH:11]=[CH:12][C:13]([C@@H:14]2[C:19]3[C:18](=[CH:23][CH:22]=[CH:21][CH:20]=3)[CH2:17][C@H:16]([CH3:24])[NH:15]2)=[CH:25][CH:26]=1 |f:2.3|. Reported procedure: To a flask with trifluoromethanesulfonic acid (3.00 mL, 34 mmol) at 0° C. was added dropwise (S)—N-(4-chlorobenzylidene)-1-phenylpropan-2-amine (1.20 g, 1.61 mmol) and the reaction was heated to 120° C. and stirred 19 h under N2. The reaction was cooled, poured into ice water (20 mL), and basisified with 5 N NaOH (6 mL). The aqueous layer was extracted with CH2Cl2 (3×10 mL). The combined organic layers were washed with saturated NaCl (20 mL), dried (MgSO4), and concentrated to give a yellow/brow... Starting materials: ClC1=NC(=CC2=CC=CC=C12)Cl (1,3-dichloro-isoquinoline), N1CCSCC1 (thiomorpholine). Run in O1CCOCC1 (dioxane). Yields the product S1CCN(CC1)C1=NC(=CC2=CC=CC=C12)Cl (1-Thiomorpholino-3-chloro-isoquinoline). As a reaction SMILES: Cl[C:2]1[C:11]2[C:6](=[CH:7][CH:8]=[CH:9][CH:10]=2)[CH:5]=[C:4]([Cl:12])[N:3]=1.[NH:13]1[CH2:18][CH2:17][S:16][CH2:15][CH2:14]1>O1CCOCC1>[S:16]1[CH2:17][CH2:18][N:13]([C:2]2[C:11]3[C:6](=[CH:7][CH:8]=[CH:9][CH:10]=3)[CH:5]=[C:4]([Cl:12])[N:3]=2)[CH2:14][CH2:15]1. Procedure details: A mixture of 19.8 gm (0.1 mol) of 1,3-dichloro-isoquinoline [prepared according to S. Gabriel, Berichte 19, 1655 (1886)], 25.8 gm (0.25 mol) of thiomorpholine and 100 ml of dry dioxane was refluxed for 7 hours. Thereafter, the precipitated thiomorpholine hydrochloride was suction-filtered off, the filtrate was evaporated and water was added to the residue. The reaction product was suction-filtered off, dried and recrystallized from ethyl acetate, yielding 18.4 gm (69.5% of theory) of the desired... Reactants: Lactone, C([O-])(O)=O.[Na+] (sodium bicarbonate), Lactone, C(C)(C)(C)C1CCC(CC1)=O (4-tert butylcyclohexanone), ClC=1C=C(C(=O)OO)C=CC1 (3-chloroperoxybenzoic acid). Solvent: ClCCl (dichloromethane). Yields the product C(C)(C)(C)C1CCCC(=O)OC1 (5-tertbutyl ε-caprolactone). Reaction SMILES: [C:1]([CH:5]1[CH2:10]C[C:8](=O)[CH2:7][CH2:6]1)([CH3:4])([CH3:3])[CH3:2].ClC1C=C(C=CC=1)C(OO)=O.[C:23](=[O:26])(O)[O-:24].[Na+]>ClCCl>[C:1]([CH:5]1[CH2:10][O:24][C:23](=[O:26])[CH2:8][CH2:7][CH2:6]1)([CH3:4])([CH3:3])[CH3:2] |f:2.3|. Procedure: This was prepared in the same manner as Lactone 1 except using 4-tert butylcyclohexanone (10 parts, 0.065 m ex. Aldrich), 3-chloroperoxybenzoic acid (17.5 parts, 0.0713M), sodium bicarbonate (11.5 parts, 0.143M) and dichloromethane (750 ml) in place of the 3-methyl cyclohexanone and amounts described for Lactone 1. The product was obtained as an oil (10.2 parts). Reactants: CC1=C(C=CC=C1)C(O)C=1SC=CC1C (2-Methylphenyl-(3-methyl-2-thienyl)methanol). Reagents/catalysts: [O-2].[O-2].[Mn+4] (manganese dioxide), [O-2].[O-2].[Mn+4] (manganese dioxide). The solvent is ClCCl (dichloromethane). Reaction conditions: time 18 hour. Yields the product CC1=C(SC=C1)C(C1=C(C=CC=C1)C)=O (3-Methyl-2-(2-methylbenzoyl)thiophene). The yield is 72.3%. Reaction SMILES: [CH3:1][C:2]1[CH:7]=[CH:6][CH:5]=[CH:4][C:3]=1[CH:8]([C:10]1[S:11][CH:12]=[CH:13][C:14]=1[CH3:15])[OH:9]>ClCCl.[O-2].[O-2].[Mn+4]>[CH3:15][C:14]1[CH:13]=[CH:12][S:11][C:10]=1[C:8](=[O:9])[C:3]1[CH:4]=[CH:5][CH:6]=[CH:7][C:2]=1[CH3:1] |f:2.3.4|. Procedure: 2-Methylphenyl-(3-methyl-2-thienyl)methanol (36.0 g, 0.165 mole) was dissolved in dichloromethane (400 ml) and manganese dioxide (58 g, 0.667 mole) was added. The reaction mixture was heated at reflux for 18 h, cooled and further manganese dioxide (30 g, 0.34 mole) was introduced; reflux was continued for a further 18 h. The mixture was filtered and evaporated to a residue (32 g) which was distilled in vacuo (0.2 mm Hg). Fractions boiling at 100°-120° C. (4.8 g) and 120°-132° C. (21.0 g) were co...